Dataset: the Open Reaction Database (ORD), a public repository of structured organic reaction records. Task: describe an organic reaction: reactants, conditions, products, and yield Reactants: [Mg] (magnesium), II (iodine), grignard reagent, [H-].[Na+] (Sodium hydride), BrC1=C(C=CC=C1)C (bromotoluene), C(C1=CC=CC=C1)(=O)C(=O)O (benzoyl formic acid). Solvent: C1CCOC1 (THF), C1CCOC1 (THF), C1CCOC1 (THF). Reaction conditions: time 30 minute. The product is OC(C(=O)O)(C1=C(C=CC=C1)C)C1=CC=CC=C1 (Hydroxy-phenyl-o-tolyl-acetic acid). RXN SMILES: [Mg].II.Br[C:5]1[CH:10]=[CH:9][CH:8]=[CH:7][C:6]=1[CH3:11].[C:12]([C:20]([OH:22])=[O:21])(=[O:19])[C:13]1[CH:18]=[CH:17][CH:16]=[CH:15][CH:14]=1.[H-].[Na+]>C1COCC1>[OH:19][C:12]([C:13]1[CH:18]=[CH:17][CH:16]=[CH:15][CH:14]=1)([C:5]1[CH:10]=[CH:9][CH:8]=[CH:7][C:6]=1[CH3:11])[C:20]([OH:22])=[O:21] |f:4.5|. Reported procedure: To a stirred suspension of magnesium (0.773 g, 31.81 mmol), iodine (cat. Amount) in THF (20 ml) is added dropwise, bromotoluene (3.83 ml, 31.81 mmol) in THF (30 ml). The reaction mixture is warmed to initiate the reaction and then allowed to stir at room temperature for 30 minutes. Meanwhile, a second mixture comprising benzoyl formic acid (4.342 g, 28.92 mmol) in THF (50 ml) is cooled in an ice bath. Sodium hydride (1.156 g of a 60% dispersion in mineral oil, 28.92 mmol) is added to the mixture... Reactants: COC1=C(C=O)C=C(C(=C1)OC)OC (2,4,5-trimethoxybenzaldehyde), C(CCC)N1C(NCC1=O)=O (3-n-butylhydantoin), C(O)CN (ethanolamine). Solvent: O.C(C)O (water ethanol). The product is C(CCC)N1C(NC(C1=O)=CC1=C(C=C(C(=C1)OC)OC)OC)=O (3-n-Butyl-5-(2,4,5-trimethoxybenzylidene) hydantoin). Isolated yield 86.7%. Reaction SMILES: [CH3:1][O:2][C:3]1[CH:10]=[C:9]([O:11][CH3:12])[C:8]([O:13][CH3:14])=[CH:7][C:4]=1[CH:5]=O.[CH2:15]([N:19]1[C:23](=[O:24])[CH2:22][NH:21][C:20]1=[O:25])[CH2:16][CH2:17][CH3:18].C(CN)O>O.C(O)C>[CH2:15]([N:19]1[C:23](=[O:24])[C:22](=[CH:5][C:4]2[CH:7]=[C:8]([O:13][CH3:14])[C:9]([O:11][CH3:12])=[CH:10][C:3]=2[O:2][CH3:1])[NH:21][C:20]1=[O:25])[CH2:16][CH2:17][CH3:18] |f:3.4|. Procedure: A mixture of 2,4,5-trimethoxybenzaldehyde (9.8 g; 0.05 mole), 3-n-butylhydantoin (7.8 g; 0.05 mole) and ethanolamine (4.6 g; 0.075 mole) in water/ethanol (50 ml/30 ml) was stirred and boiled under reflux for 3 hours. The cloudy solution was cooled in the refrigerator and the resultant yellow solid filtered off, washed with water, sucked dry and recrystallised from ethanol to give the title compound (14.5 g; 87%) m.p. 170° C. The product is Cc1cc([N+](=O)[O-])cc(C)c1Oc1ccc(O)cc1. Reactants: Br, COc1ccc(Oc2c(C)cc([N+](=O)[O-])cc2C)cc1, CC(=O)O, O. RXN SMILES: [BrH:25].[CH3:1][c:2]1[cH:3][c:4]([N+:18](=[O:19])[O-:20])[cH:5][c:6]([CH3:17])[c:7]1[O:8][c:9]1[cH:10][cH:11][c:12]([O:15][CH3:16])[cH:13][cH:14]1.[CH3:21][C:22](=[O:23])[OH:24].[OH2:26]>>[CH3:1][c:2]1[cH:3][c:4]([N+:18](=[O:19])[O-:20])[cH:5][c:6]([CH3:17])[c:7]1[O:8][c:9]1[cH:10][cH:11][c:12]([OH:15])[cH:13][cH:14]1. The solvent is C(C)O (ethanol). Product: BrC1=CC=C(C=C1)S(=O)(=O)NCCCCCCCCC(=O)O (9-(4-Bromobenzenesulphonamido)nonanoic Acid). RXN SMILES: [Br:1][C:2]1[CH:7]=[CH:6][C:5]([S:8]([NH:11][CH2:12][CH2:13][CH2:14][CH2:15][CH2:16][CH2:17][CH2:18][CH2:19][C:20]#N)(=[O:10])=[O:9])=[CH:4][CH:3]=1.[OH-:22].[Na+].[OH2:24]>C(O)C>[Br:1][C:2]1[CH:7]=[CH:6][C:5]([S:8]([NH:11][CH2:12][CH2:13][CH2:14][CH2:15][CH2:16][CH2:17][CH2:18][CH2:19][C:20]([OH:24])=[O:22])(=[O:10])=[O:9])=[CH:4][CH:3]=1 |f:1.2|. Procedure details: 9-(4-Bromobenzenesulphonamido)nonanenitrile (0.6 g, 0.0016 mol) was treated with sodium hydroxide (2 g, 0.05 mol) in 10 ml water plus 20 ml ethanol by the method described in Example 6(ii) to give the title compound (0.35 g, m.p. 124°-5° C.) after recrystallisation from chloroformpetroleum ether 40°-60°. The reactants are BrC1=CC=C(C=C1)S(=O)(=O)NCCCCCCCCC#N (9-(4-Bromobenzenesulphonamido)nonanenitrile), [OH-].[Na+] (sodium hydroxide), O (water). Starting materials: NS(=O)(=O)c1ccc2c(c1)CCC2, CC(C)=O, O=C=Nc1ccc(Cl)cc1, [Na+], [OH-], O. Yields the product O=C(Nc1ccc(Cl)cc1)NS(=O)(=O)c1ccc2c(c1)CCC2. RXN SMILES: [CH2:1]1[CH2:2][CH2:3][c:4]2[cH:5][c:6]([S:10](=[O:11])(=[O:12])[NH2:13])[cH:7][cH:8][c:9]21.[CH3:27][C:28](=[O:29])[CH3:30].[Cl:16][c:17]1[cH:18][cH:19][c:20]([N:23]=[C:24]=[O:25])[cH:21][cH:22]1.[Na+:15].[OH-:14].[OH2:26]>>[CH2:1]1[CH2:2][CH2:3][c:4]2[cH:5][c:6]([S:10](=[O:11])(=[O:12])[NH:13][C:24]([NH:23][c:20]3[cH:19][cH:18][c:17]([Cl:16])[cH:22][cH:21]3)=[O:25])[cH:7][cH:8][c:9]21.